This data is from the Open Reaction Database (ORD), a public repository of structured organic reaction records. The task is: describe an organic reaction: reactants, conditions, products, and yield Reactants: [BH4-], C1CCOC1, CC(C)(C)S(N)=O, CO, CC[O-], CC[O-], CC[O-], CC[O-], CCOC(=O)CCCC(=O)c1cc(F)cc(F)c1, [Na+], [Ti+4]. The product is CCOC(=O)CCCC(NS(=O)C(C)(C)C)c1cc(F)cc(F)c1. As a reaction SMILES: [BH4-:26].[CH2:30]1[O:31][CH2:32][CH2:33][CH2:34]1.[CH3:19][C:20]([CH3:21])([CH3:22])[S:23](=[O:24])[NH2:25].[CH3:28][OH:29].[CH3:35][CH2:36][O-:37].[CH3:38][CH2:39][O-:40].[CH3:41][CH2:42][O-:43].[CH3:44][CH2:45][O-:46].[F:1][c:2]1[cH:3][c:4]([C:9]([CH2:10][CH2:11][CH2:12][C:13](=[O:14])[O:15][CH2:16][CH3:17])=[O:18])[cH:5][c:6]([F:8])[cH:7]1.[Na+:27].[Ti+4:47]>>[F:1][c:2]1[cH:3][c:4]([CH:9]([CH2:10][CH2:11][CH2:12][C:13](=[O:14])[O:15][CH2:16][CH3:17])[NH:25][S:23]([C:20]([CH3:19])([CH3:21])[CH3:22])=[O:24])[cH:5][c:6]([F:8])[cH:7]1. The reactants are Cl.Cl.C(C1=CC=CC=C1)NN (benzylhydrazine dihydrochloride), ( 2H ), ( 2H ), ( 3H ), C(C)OC(C(C(C)=O)C(C)=O)=O (2-acetyl-3-oxo-butyric acid ethyl ester), N1=CC=CC=C1 (pyridine), ( 2H ). Solvent: C(C)O (ethanol). Yields the product C(C)OC(=O)C=1C(=NN(C1C)CC1=CC=CC=C1)C (1-benzyl-3,5-dimethyl-1H-pyrazole-4-carboxylic acid ethyl ester). Reaction SMILES: Cl.Cl.[CH2:3]([NH:10][NH2:11])[C:4]1[CH:9]=[CH:8][CH:7]=[CH:6][CH:5]=1.[CH2:12]([O:14][C:15](=[O:23])[CH:16]([C:20](=O)[CH3:21])[C:17](=O)[CH3:18])[CH3:13].N1C=CC=CC=1>C(O)C>[CH2:12]([O:14][C:15]([C:16]1[C:17]([CH3:18])=[N:11][N:10]([CH2:3][C:4]2[CH:9]=[CH:8][CH:7]=[CH:6][CH:5]=2)[C:20]=1[CH3:21])=[O:23])[CH3:13] |f:0.1.2|. Procedure details: Similar to Example 1, equimolar amounts of benzylhydrazine dihydrochloride and 2-acetyl-3-oxo-butyric acid ethyl ester were combined in a solution of 50% pyridine in ethanol. The resulting oil was determined to be the named product by 1H-NMR (CDCl3, ppm): 1.35 t (3H); 2.44 s (3H); 2.45 s (3H); 4.38 a (2H); 5.25 s (2H); 7.08 d (2H); 7.29 m (3H).